From a dataset of the Open Reaction Database (ORD), a public repository of structured organic reaction records. describe an organic reaction: reactants, conditions, products, and yield Reactants: C=CCOCC(COCCCCCCCCCCCCCC)OCCCCCCCCCCCCCC, CCO, O=C(O)C(F)(F)F, [Sn], c1ccc(P(c2ccccc2)(c2ccccc2)[Pd](P(c2ccccc2)(c2ccccc2)c2ccccc2)(P(c2ccccc2)(c2ccccc2)c2ccccc2)P(c2ccccc2)(c2ccccc2)c2ccccc2)cc1. Yields the product CCCCCCCCCCCCCCOCC(CO)OCCCCCCCCCCCCCC. As a reaction SMILES: [CH2:1]([CH2:2][CH2:3][CH2:4][CH2:5][CH2:6][CH2:7][CH2:8][CH2:9][CH2:10][CH2:11][CH2:12][CH2:13][CH3:14])[O:15][CH2:16][CH:17]([CH2:18][O:19][CH2:20][CH:21]=[CH2:22])[O:23][CH2:24][CH2:25][CH2:26][CH2:27][CH2:28][CH2:29][CH2:30][CH2:31][CH2:32][CH2:33][CH2:34][CH2:35][CH2:36][CH3:37].[CH3:45][CH2:46][OH:47].[OH:38][C:39]([C:40]([F:41])([F:42])[F:43])=[O:44].[Sn:48].[cH:49]1[cH:50][cH:51][c:52]([P:53]([Pd:54]([P:55]([c:56]2[cH:57][cH:58][cH:59][cH:60][cH:61]2)([c:62]2[cH:63][cH:64][cH:65][cH:66][cH:67]2)[c:68]2[cH:69][cH:70][cH:71][cH:72][cH:73]2)([P:74]([c:75]2[cH:76][cH:77][cH:78][cH:79][cH:80]2)([c:81]2[cH:82][cH:83][cH:84][cH:85][cH:86]2)[c:87]2[cH:88][cH:89][cH:90][cH:91][cH:92]2)[P:93]([c:94]2[cH:95][cH:96][cH:97][cH:98][cH:99]2)([c:100]2[cH:101][cH:102][cH:103][cH:104][cH:105]2)[c:106]2[cH:107][cH:108][cH:109][cH:110][cH:111]2)([c:112]2[cH:113][cH:114][cH:115][cH:116][cH:117]2)[c:118]2[cH:119][cH:120][cH:121][cH:122][cH:123]2)[cH:124][cH:125]1>>[CH2:1]([CH2:2][CH2:3][CH2:4][CH2:5][CH2:6][CH2:7][CH2:8][CH2:9][CH2:10][CH2:11][CH2:12][CH2:13][CH3:14])[O:15][CH2:16][CH:17]([CH2:18][OH:19])[O:23][CH2:24][CH2:25][CH2:26][CH2:27][CH2:28][CH2:29][CH2:30][CH2:31][CH2:32][CH2:33][CH2:34][CH2:35][CH2:36][CH3:37]. Starting materials: FC(S(=O)(=O)OC1=C(C2=CC=C(C=C2C=C1)OC)Cl)(F)F (1-chloro-6-methoxynaphthalen-2-yl trifluoromethanesulfonate), FC(S(=O)(=O)OC1=C(C2=CC=C(C=C2C=C1)OC)Cl)(F)F (1-chloro-6-methoxynaphthalen-2-yl trifluoromethanesulfonate), B(O)(O)C1=CC=C(C(=O)O)C=C1 (4-boronobenzoic acid). Reaction conditions: temperature 80 celsius, time 2 hour. Product: ClC1=C(C=CC2=CC(=CC=C12)OC)C1=CC=C(C(=O)O)C=C1 (4-(1-chloro-6-methoxynaphthalen-2-yl)benzoic acid). RXN SMILES: FC(F)(F)S(O[C:7]1[CH:16]=[CH:15][C:14]2[C:9](=[CH:10][CH:11]=[C:12]([O:17][CH3:18])[CH:13]=2)[C:8]=1[Cl:19])(=O)=O.B([C:25]1[CH:33]=[CH:32][C:28]([C:29]([OH:31])=[O:30])=[CH:27][CH:26]=1)(O)O>>[Cl:19][C:8]1[C:9]2[C:14](=[CH:13][C:12]([O:17][CH3:18])=[CH:11][CH:10]=2)[CH:15]=[CH:16][C:7]=1[C:25]1[CH:33]=[CH:32][C:28]([C:29]([OH:31])=[O:30])=[CH:27][CH:26]=1. Procedure details: Followed the coupling procedure described for Example 3, starting from 1-chloro-6-methoxynaphthalen-2-yl trifluoromethanesulfonate (Intermediate 4, 1 equiv) and 4-boronobenzoic acid (1.2 equiv), where the mixture was stirred at 80° C. for 2 hours. The crude product was obtained after workup and was taken on without purification. The reactants are O (water), C(C)(=O)OC1=C(C=CC=C1)CN1C(=NC2=NC=C(C=C21)C2=CC=CC=C2)C2=CC(=CC=C2)OC (2-[[2-(3-methoxyphenyl)-6-phenyl-1H-imidazo[4,5-b]pyridin-1-yl]methyl]phenyl acetate), Compound, [OH-].[Li+] (lithium hydroxide). Solvent: O1C(CCC1)CO (tetrahydrofuran-methanol). Reaction conditions: time 1.5 hour. Product: COC=1C=C(C=CC1)C=1N(C=2C(=NC=C(C2)C2=CC=CC=C2)N1)CC1=C(C=CC=C1)O (2-[[2-(3-methoxyphenyl)-6-phenyl-1H-imidazo[4,5-b]pyridin-1-yl]methyl]phenol). The yield is 82.9%. RXN SMILES: C([O:4][C:5]1[CH:10]=[CH:9][CH:8]=[CH:7][C:6]=1[CH2:11][N:12]1[C:20]2[C:15](=[N:16][CH:17]=[C:18]([C:21]3[CH:26]=[CH:25][CH:24]=[CH:23][CH:22]=3)[CH:19]=2)[N:14]=[C:13]1[C:27]1[CH:32]=[CH:31][CH:30]=[C:29]([O:33][CH3:34])[CH:28]=1)(=O)C.[OH-].[Li+].O>O1CCCC1CO>[CH3:34][O:33][C:29]1[CH:28]=[C:27]([C:13]2[N:12]([CH2:11][C:6]3[CH:7]=[CH:8][CH:9]=[CH:10][C:5]=3[OH:4])[C:20]3[C:15]([N:14]=2)=[N:16][CH:17]=[C:18]([C:21]2[CH:26]=[CH:25][CH:24]=[CH:23][CH:22]=2)[CH:19]=3)[CH:32]=[CH:31][CH:30]=1 |f:1.2|. Procedure: 2-[[2-(3-methoxyphenyl)-6-phenyl-1H-imidazo[4,5-b]pyridin-1-yl]methyl]phenyl acetate (Compound of Example 153) (177 mg) was dissolved in tetrahydrofuran-methanol (1:1, v/v, 20 ml). To the solution was added 2 N lithium hydroxide (6.8 ml). The mixture was stirred at room temperature for 1.5 hour. The reaction mixture was poured into water and extracted with ethyl acetate-tetrahydrofuran (3:1, v/v). The organic layer was washed with water and dried over MgSO4. The solvent was distilled off under r... Reactants: NCc1cc(Br)ccc1F, CS(=O)(=O)Cl, CCOC(C)=O, CCN(C(C)C)C(C)C, ClCCl, Cl. The product is CS(=O)(=O)NCc1cc(Br)ccc1F. Reaction SMILES: [Br:2][c:3]1[cH:4][cH:5][c:6]([F:11])[c:7]([CH2:8][NH2:9])[cH:10]1.[CH3:21][S:22]([Cl:23])(=[O:24])=[O:25].[CH3:29][CH2:30][O:31][C:32](=[O:33])[CH3:34].[CH:12]([N:13]([CH:14]([CH3:15])[CH3:16])[CH2:17][CH3:18])([CH3:19])[CH3:20].[Cl:26][CH2:27][Cl:28].[ClH:1]>>[Br:2][c:3]1[cH:4][cH:5][c:6]([F:11])[c:7]([CH2:8][NH:9][S:22]([CH3:21])(=[O:24])=[O:25])[cH:10]1. The reactants are CN (methylamine), COC(C=C(C)C1=CC=C(C=C1)OCC1=CC(=CC=C1)F)=O (3-[4-(3-fluoro-benzyloxy)-phenyl]-but-2-enoic acid methyl ester), [OH-].[K+] (KOH), C(C(=O)Cl)(=O)Cl (oxalylchloride). The reagents and catalysts are CN(C=O)C (N,N-dimethylformamide). Run in C1CCOC1 (THF), C1CCOC1 (THF), CO (methanol), ClCCl (dichloromethane). Reaction conditions: temperature 0 celsius, time 1.5 hour. Product: CNC(C=C(C)C1=CC=C(C=C1)OCC1=CC(=CC=C1)F)=O (3-[4-(3-Fluoro-benzyloxy)-phenyl]-but-2-enoic acid methylamide). Isolated yield 50.0%. As a reaction SMILES: [OH-].[K+].C[O:4][C:5](=O)[CH:6]=[C:7]([C:9]1[CH:14]=[CH:13][C:12]([O:15][CH2:16][C:17]2[CH:22]=[CH:21][CH:20]=[C:19]([F:23])[CH:18]=2)=[CH:11][CH:10]=1)[CH3:8].C(Cl)(=O)C(Cl)=O.[CH3:31][NH2:32]>CO.ClCCl.CN(C)C=O.C1COCC1>[CH3:31][NH:32][C:5](=[O:4])[CH:6]=[C:7]([C:9]1[CH:14]=[CH:13][C:12]([O:15][CH2:16][C:17]2[CH:22]=[CH:21][CH:20]=[C:19]([F:23])[CH:18]=2)=[CH:11][CH:10]=1)[CH3:8] |f:0.1|. Procedure details: 0.224 g (4 mmol) of KOH is dissolved in 10 ml methanol. 0.4 g (1.33 mmol) of 3-[4-(3-fluoro-benzyloxy)-phenyl]-but-2-enoic acid methyl ester is added and the resulting solution refluxed for 6 hours, concentrated and acidified with 2N aqueous hydrochloric acid. Extraction with ethyl acetate gives 325 mg (85%) of the crude acid. This acid is dissolved in 10 ml of dichloromethane, 2 drops of N,N-dimethylformamide are added and the mixture is cooled to 0° C. Slow addition of 0.380 g (3 mmol) of oxal... Reactants: C([O-])([O-])=O.[Ca+2] (calcium carbonate), [O-2].[Mg+2] (magnesium oxide), C([O-])([O-])=O.[Ca+2] (calcium carbonate). The product is C([O-])([O-])=O.[Ca+2] (calcium carbonate), [O-2].[Mg+2] (magnesium oxide), [Ca] (calcium), [Mg] (magnesium). RXN SMILES: [C:1](=[O:4])([O-:3])[O-:2].[Ca+2:5].[O-2:6].[Mg+2:7]>>[C:1](=[O:2])([O-:4])[O-:3].[Ca+2:5].[O-2:6].[Mg+2:7].[Ca:5].[Mg:7] |f:0.1,2.3,4.5,6.7|. Procedure: Calcium carbonate and magnesium oxide are provided in a ratio of 5:4 by weight. However, while the major component by weight is calcium carbonate, elementally magnesium oxide outweighs calcium carbonate by about 2:1. (The 5:4 ratio of calcium carbonate to magnesium oxide actually results in 1.25 parts elemental calcium to 2.16 parts elemental magnesium.) This ratio gives the user a significantly higher amount of magnesium that is being taken up from the food supply. The reactants are CO, Cl, [K+], [OH-], OCCCl, SCCc1ccccn1. Product: OCCSCCc1ccccn1. Reaction SMILES: [CH3:17][OH:18].[ClH:16].[K+:11].[OH-:10].[OH:12][CH2:13][CH2:14][Cl:15].[n:1]1[c:2]([CH2:7][CH2:8][SH:9])[cH:3][cH:4][cH:5][cH:6]1>>[n:1]1[c:2]([CH2:7][CH2:8][S:9][CH2:14][CH2:13][OH:12])[cH:3][cH:4][cH:5][cH:6]1. Reactants: CCOc1cc(C=O)ccc1OC, [Li]CCCC, CN(C)S(C)(=O)=O, C[Si](C)(C)[N-][Si](C)(C)C, [Li+], C1CCOC1. Product: CCOc1cc(C(N)CS(=O)(=O)N(C)C)ccc1OC. As a reaction SMILES: [CH2:13]([CH3:14])[O:15][c:16]1[cH:17][c:18]([CH:19]=[O:20])[cH:21][cH:22][c:23]1[O:24][CH3:25].[CH2:8]([Li:9])[CH2:10][CH2:11][CH3:12].[CH3:1][S:2](=[O:3])(=[O:4])[N:5]([CH3:6])[CH3:7].[CH3:26][Si:27]([N-:28][Si:31]([CH3:32])([CH3:33])[CH3:34])([CH3:29])[CH3:30].[Li+:35].[O:36]1[CH2:37][CH2:38][CH2:39][CH2:40]1>>[CH2:1]([S:2](=[O:3])(=[O:4])[N:5]([CH3:6])[CH3:7])[CH:19]([c:18]1[cH:17][c:16]([O:15][CH2:13][CH3:14])[c:23]([O:24][CH3:25])[cH:22][cH:21]1)[NH2:28]. Starting materials: BrCC1=CC=C(C=C1)C1=C(C=CC=C1)C1=NN=NN1C(C1=CC=CC=C1)(C1=CC=CC=C1)C1=CC=CC=C1 (5-[4'-(bromomethyl)biphenyl-2-yl]-N-trityltetrazole), (1988)]in, [N-]=[N+]=[N-].[Li+] (lithium azide). Solvent: CS(=O)C (DMSO). The product is N(=[N+]=[N-])CC1=CC=C(C=C1)C1=C(C=CC=C1)C1=NN=NN1C(C1=CC=CC=C1)(C1=CC=CC=C1)C1=CC=CC=C1 (5-[4'-(Azidomethyl)biphenyl-2-yl]-N-trityltetrazole). Yield: 83.0%. Reaction SMILES: Br[CH2:2][C:3]1[CH:8]=[CH:7][C:6]([C:9]2[CH:14]=[CH:13][CH:12]=[CH:11][C:10]=2[C:15]2[N:19]([C:20]([C:33]3[CH:38]=[CH:37][CH:36]=[CH:35][CH:34]=3)([C:27]3[CH:32]=[CH:31][CH:30]=[CH:29][CH:28]=3)[C:21]3[CH:26]=[CH:25][CH:24]=[CH:23][CH:22]=3)[N:18]=[N:17][N:16]=2)=[CH:5][CH:4]=1.[N-:39]=[N+:40]=[N-:41].[Li+]>CS(C)=O>[N:39]([CH2:2][C:3]1[CH:8]=[CH:7][C:6]([C:9]2[CH:14]=[CH:13][CH:12]=[CH:11][C:10]=2[C:15]2[N:19]([C:20]([C:33]3[CH:38]=[CH:37][CH:36]=[CH:35][CH:34]=3)([C:27]3[CH:32]=[CH:31][CH:30]=[CH:29][CH:28]=3)[C:21]3[CH:26]=[CH:25][CH:24]=[CH:23][CH:22]=3)[N:18]=[N:17][N:16]=2)=[CH:5][CH:4]=1)=[N+:40]=[N-:41] |f:1.2|. Procedure: To a stirred suspension of 11.15 g (20 mmole) of 5-[4'-(bromomethyl)biphenyl-2-yl]-N-trityltetrazole [P. E. Aldrich, M. E. Pierce, and J. J. V. Duncia, European Patent Application 291,969 (1988)]in 55 ml of dry DMSO was added 1.23 g (25 mmole) of freshly pulverized lithium azide, and the mixture was stirred at room temperature under N2. Within a few minutes virtually all of the solid had dissolved, accompanied by a mild exotherm, and this was followed immediately by precipitation of product. Aft... Starting materials: C(C)OP(=O)(C)CC(C(=O)OCC)F (ethyl 3-[ethoxy(methyl)phosphoryl]-2-fluoropropanoate), [OH-].[NH4+] (ammonium hydroxide). The solvent is C(C)O (ethanol). The product is NC(C(CP(OCC)(=O)C)F)=O (ethyl (3-amino-2-fluoro-3-oxopropyl)(methyl)phosphinate). Isolated yield 86.7%. Reaction SMILES: [CH2:1]([O:3][P:4]([CH2:7][CH:8]([F:14])[C:9](OCC)=[O:10])([CH3:6])=[O:5])[CH3:2].[OH-].[NH4+:16]>C(O)C>[NH2:16][C:9](=[O:10])[CH:8]([F:14])[CH2:7][P:4]([CH3:6])(=[O:5])[O:3][CH2:1][CH3:2] |f:1.2|. Procedure details: A solution of ethyl 3-[ethoxy(methyl)phosphoryl]-2-fluoropropanoate (12.6 g, 55.6 mmol), ethanol (15 mL), and concentrated ammonium hydroxide (14.8 N, 5.6 mL, 83 mmol) were stirred at room temperature for 16 h. The solvent was evaporated and the residue chromatographed on a wet-packed silica gel column (5.5×31 cm) eluting with 90:10 methylene chloride/methanol. The appropriate fractions were combined and evaporated to give 9.5 g (86%) of ethyl (3-amino-2-fluoro-3-oxopropyl)(methyl)phosphinate as...